This data is from the Open Reaction Database (ORD), a public repository of structured organic reaction records. The task is: describe an organic reaction: reactants, conditions, products, and yield Starting materials: COc1ccc(CN2Cc3c(Cl)ccnc3NC2=O)cc1, OB(O)c1ccc(F)cc1F, [K+], [K+], O=C([O-])[O-], CC(=O)[O-], CC(=O)[O-], C1COCCO1, [Pd+2]. The product is COc1ccc(CN2Cc3c(-c4ccc(F)cc4F)ccnc3NC2=O)cc1. RXN SMILES: [Cl:1][c:2]1[cH:3][cH:4][n:5][c:6]2[c:11]1[CH2:10][N:9]([CH2:12][c:13]1[cH:14][cH:15][c:16]([O:19][CH3:20])[cH:17][cH:18]1)[C:8](=[O:21])[NH:7]2.[F:22][c:23]1[c:24]([B:30]([OH:31])[OH:32])[cH:25][cH:26][c:27]([F:29])[cH:28]1.[K+:33].[K+:34].[O-:35][C:36]([O-:37])=[O:38].[O-:46][C:47]([CH3:48])=[O:49].[O-:50][C:51]([CH3:52])=[O:53].[O:39]1[CH2:40][CH2:41][O:42][CH2:43][CH2:44]1.[Pd+2:45]>>[c:2]1(-[c:24]2[c:23]([F:22])[cH:28][c:27]([F:29])[cH:26][cH:25]2)[cH:3][cH:4][n:5][c:6]2[c:11]1[CH2:10][N:9]([CH2:12][c:13]1[cH:14][cH:15][c:16]([O:19][CH3:20])[cH:17][cH:18]1)[C:8](=[O:21])[NH:7]2. Starting materials: COc1cccc(C=O)c1, FC(F)(F)c1nnc2ccc(N3CCNCC3)nn12. The product is COc1cccc(CN2CCN(c3ccc4nnc(C(F)(F)F)n4n3)CC2)c1. As a reaction SMILES: [CH3:20][O:21][c:22]1[cH:23][c:24]([CH:25]=[O:26])[cH:27][cH:28][cH:29]1.[N:1]1([c:7]2[cH:8][cH:9][c:10]3[n:11]([n:12]2)[c:13]([C:16]([F:17])([F:18])[F:19])[n:14][n:15]3)[CH2:2][CH2:3][NH:4][CH2:5][CH2:6]1>>[N:1]1([c:7]2[cH:8][cH:9][c:10]3[n:11]([n:12]2)[c:13]([C:16]([F:17])([F:18])[F:19])[n:14][n:15]3)[CH2:2][CH2:3][N:4]([CH2:25][c:24]2[cH:23][c:22]([O:21][CH3:20])[cH:29][cH:28][cH:27]2)[CH2:5][CH2:6]1.